Task: describe an organic reaction: reactants, conditions, products, and yield. Dataset: the Open Reaction Database (ORD), a public repository of structured organic reaction records Product: OCC1CC(c2ncc3c(Cl)nccn23)C1. The reactants are C1CCOC1, B1C2CCCC1CCC2, [Cl-], C=C1CC(c2ncc3c(Cl)nccn23)C1, [Na+], O. Reaction SMILES: [CH2:28]1[O:29][CH2:30][CH2:31][CH2:32]1.[CH:16]12[CH2:17][CH2:18][CH2:19][CH:20]([BH:21]1)[CH2:22][CH2:23][CH2:24]2.[Cl-:26].[Cl:1][c:2]1[c:3]2[n:4]([cH:5][cH:6][n:7]1)[c:8]([CH:11]1[CH2:12][C:13](=[CH2:15])[CH2:14]1)[n:9][cH:10]2.[Na+:27].[OH2:25]>>[Cl:1][c:2]1[c:3]2[n:4]([cH:5][cH:6][n:7]1)[c:8]([CH:11]1[CH2:12][CH:13]([CH2:15][OH:25])[CH2:14]1)[n:9][cH:10]2. The reactants are COC1=CC=C2CC(NC2=C1)=O (6-methoxy-1,3-dihydro-indol-2-one), CNCCNC (N,N′-dimethylethylenediamine), C([O-])([O-])=O.[K+].[K+] (potassium carbonate), FC1=CC=C(C=C1)I (4-fluoroiodobenzene). Reagents/catalysts: [Cu]I (copper(I) iodide). Solvent: C(C)#N (ACN). Reaction conditions: temperature 120 celsius, time 3 hour. The product is FC1=CC=C(C=C1)N1C(CC2=CC=C(C=C12)OC)=O (1-(4-Fluoro-phenyl)-6-methoxy-1,3-dihydro-indol-2-one). The yield is 64.8%. As a reaction SMILES: [CH3:1][O:2][C:3]1[CH:11]=[C:10]2[C:6]([CH2:7][C:8](=[O:12])[NH:9]2)=[CH:5][CH:4]=1.CNCCNC.C(=O)([O-])[O-].[K+].[K+].[F:25][C:26]1[CH:31]=[CH:30][C:29](I)=[CH:28][CH:27]=1>C(#N)C.[Cu]I>[F:25][C:26]1[CH:31]=[CH:30][C:29]([N:9]2[C:10]3[C:6](=[CH:5][CH:4]=[C:3]([O:2][CH3:1])[CH:11]=3)[CH2:7][C:8]2=[O:12])=[CH:28][CH:27]=1 |f:2.3.4|. Procedure details: To a mixture of 6-methoxy-1,3-dihydro-indol-2-one (500 mg, 3.06 mmol), copper(I) iodide (58.3 mg, 306 μmol), N,N′-dimethylethylenediamine (65.3 μl, 613 μmol) and potassium carbonate (932 mg, 6.74 mmol) in ACN (7 ml) was added 4-fluoroiodobenzene (474 μl, 3.68 mmol). The reaction mixture was stirred for 3 h at 120° C. in a microwave reactor. The mixture was quenched with water and extracted with EA. The organic layer was separated, dried over sodium sulfate, filtered and evaporated. The residue w... The reactants are C(C)N1C2=C(N(C(C3=C1N=CC=C3)=O)C)C=CC(=N2)OS(=O)(=O)C(F)(F)F (5,11-dihydro-11-ethyl-5-methyl-2-trifluoromethanesulfonyloxy-6H-dipyrido[3,2-b:2',3'-e][1,4]diazepin-6-one), C(C)N1N=CC(=C1)I (N-ethyl-4-iodopyrazole). Yields the product C(C)N1C2=C(N(C(C3=C1N=CC=C3)=O)C)C=CC(=N2)C=2C=NN(C2)CC (5,11-Dihydro-11-ethyl-2-(1-ethylpyrazol-4-yl)-5-methyl-6H-dipyrido[3,2-b:2',3'-e][1,4]diazepin-6-one). RXN SMILES: [CH2:1]([N:3]1[C:9]2[N:10]=[CH:11][CH:12]=[CH:13][C:8]=2[C:7](=[O:14])[N:6]([CH3:15])[C:5]2[CH:16]=[CH:17][C:18](OS(C(F)(F)F)(=O)=O)=[N:19][C:4]1=2)[CH3:2].[CH2:28]([N:30]1[CH:34]=[C:33](I)[CH:32]=[N:31]1)[CH3:29]>>[CH2:1]([N:3]1[C:9]2[N:10]=[CH:11][CH:12]=[CH:13][C:8]=2[C:7](=[O:14])[N:6]([CH3:15])[C:5]2[CH:16]=[CH:17][C:18]([C:33]3[CH:32]=[N:31][N:30]([CH2:28][CH3:29])[CH:34]=3)=[N:19][C:4]1=2)[CH3:2]. Procedure details: The title compound (a foam, mp 60°-62° C.) was prepared from 5,11-dihydro-11-ethyl-5-methyl-2-trifluoromethanesulfonyloxy-6H-dipyrido[3,2-b:2',3'-e][1,4]diazepin-6-one and N-ethyl-4-iodopyrazole in a manner analogous to that described in Example 1. Reactants: CI, C1COCCO1, CNc1cc(-n2ccc3ccccc32)cc(C)n1. The product is [I-], CNc1cc(-n2ccc3ccccc32)cc(C)[n+]1C. Reaction SMILES: [CH3:19][I:20].[O:21]1[CH2:22][CH2:23][O:24][CH2:25][CH2:26]1.[n:1]1(-[c:10]2[cH:11][c:12]([NH:17][CH3:18])[n:13][c:14]([CH3:16])[cH:15]2)[cH:2][cH:3][c:4]2[cH:5][cH:6][cH:7][cH:8][c:9]12>>[I-:20].[n:1]1(-[c:10]2[cH:11][c:12]([NH:17][CH3:18])[n+:13]([CH3:19])[c:14]([CH3:16])[cH:15]2)[cH:2][cH:3][c:4]2[cH:5][cH:6][cH:7][cH:8][c:9]12. Reactants: Nc1ncc(Br)cc1CBr, Br, CCOC(=O)CNc1ccccc1, [K+], [K+], O=C([O-])[O-], CN(C)C=O, O. The product is CCOC(=O)CN(Cc1cc(Br)cnc1N)c1ccccc1. As a reaction SMILES: [Br:21][c:22]1[cH:23][c:24]([CH2:29][Br:30])[c:25]([NH2:28])[n:26][cH:27]1.[BrH:20].[CH2:1]([CH3:2])[O:3][C:4]([CH2:5][NH:6][c:7]1[cH:8][cH:9][cH:10][cH:11][cH:12]1)=[O:13].[K+:14].[K+:15].[O-:16][C:17]([O-:18])=[O:19].[O:32]=[CH:33][N:34]([CH3:35])[CH3:36].[OH2:31]>>[CH2:1]([CH3:2])[O:3][C:4]([CH2:5][N:6]([c:7]1[cH:8][cH:9][cH:10][cH:11][cH:12]1)[CH2:29][c:24]1[cH:23][c:22]([Br:21])[cH:27][n:26][c:25]1[NH2:28])=[O:13]. RXN SMILES: [Br:1][C:2]1[CH:3]=[C:4]([CH:6]=[CH:7][C:8]=1[O:9][CH:10]([F:12])[F:11])[NH2:5].[CH3:13][C:14]1([C:17](Cl)=[O:18])[CH2:16][CH2:15]1.N1C=CC=CC=1.Cl>C(OCC)(=O)C>[Br:1][C:2]1[CH:3]=[C:4]([NH:5][C:17]([C:14]2([CH3:13])[CH2:16][CH2:15]2)=[O:18])[CH:6]=[CH:7][C:8]=1[O:9][CH:10]([F:11])[F:12]. The reactants are BrC=1C=C(N)C=CC1OC(F)F (3-bromo-4-difluoromethoxyaniline), Cl (hydrogen chloride), CC1(CC1)C(=O)Cl (1-methylcyclopropanecarbonyl chloride), N1=CC=CC=C1 (pyridine). Solvent: C(C)(=O)OCC (ethyl acetate). The yield is 96.0%. Procedure: In the same manner as in Example 3 but using 3-bromo-4-difluoromethoxyaniline (2.4 g) and 1-methylcyclopropanecarbonyl chloride (1.2 g) with pyridine (0.8 g) as the hydrogen chloride-eliminating agent and ethyl acetate as the solvent, the operations were effected to give N-(3-bromo-4-difluoromethoxyphenyl)-1-methylcyclopropanecarboxamide (3.1 g). M.P., 71°-71.5° C. Product: BrC=1C=C(C=CC1OC(F)F)NC(=O)C1(CC1)C (N-(3-bromo-4-difluoromethoxyphenyl)-1-methylcyclopropanecarboxamide). RXN SMILES: [Br:33][CH2:34][CH2:35][CH2:36][CH2:37][C:38](=[O:39])[O:40][CH2:41][CH3:42].[C:27](=[O:28])([O-:29])[O-:30].[CH3:45][CH2:46][OH:47].[ClH:1].[I-:44].[K+:31].[K+:32].[K+:43].[NH2:2][N:3]=[CH:4][c:5]1[cH:6][cH:7][c:8]([C:11]2=[N:12][O:13][C:14]3([CH2:15]2)[CH2:16][CH2:17][N:18]([CH2:21][C:22]([O:23][CH2:24][CH3:25])=[O:26])[CH2:19][CH2:20]3)[cH:9][cH:10]1.[OH2:48]>>[ClH:1].[NH2:2][N:3]=[CH:4][c:5]1[cH:6][cH:7][c:8]([C:11]2=[N:12][O:13][C:14]3([CH2:15]2)[CH2:16][CH2:17][N:18]([CH2:21][CH2:35][CH2:36][CH2:37][C:38](=[O:39])[O:40][CH2:41][CH3:42])[CH2:19][CH2:20]3)[cH:9][cH:10]1. Starting materials: CCOC(=O)CCCCBr, O=C([O-])[O-], CCO, Cl, [I-], [K+], [K+], [K+], CCOC(=O)CN1CCC2(CC1)CC(c1ccc(C=NN)cc1)=NO2, O. Yields the product Cl, CCOC(=O)CCCCN1CCC2(CC1)CC(c1ccc(C=NN)cc1)=NO2. Starting materials: C(C)(=O)CNC1CN(CC1)C1=CC=C(C=C1)NC(CC1=CC=C(C=C1)O)=O (N-{4-[3-(Acetylmethylamino)pyrrolidin-1-yl]phenyl}-2-(4-hydroxyphenyl)acetamide), C(C(C)C)Br (isobutyl bromide). The product is C(C)(=O)CNC1CN(CC1)C1=CC=C(C=C1)NC(CC1=CC=C(C=C1)OCC(C)C)=O (N-{4-[3-(Acetylmethylamino)pyrrolidin-1-yl]phenyl}-2-(4-isobutoxyphenyl)acetamide). As a reaction SMILES: [C:1]([CH2:4][NH:5][CH:6]1[CH2:10][CH2:9][N:8]([C:11]2[CH:16]=[CH:15][C:14]([NH:17][C:18](=[O:27])[CH2:19][C:20]3[CH:25]=[CH:24][C:23]([OH:26])=[CH:22][CH:21]=3)=[CH:13][CH:12]=2)[CH2:7]1)(=[O:3])[CH3:2].[CH2:28](Br)[CH:29]([CH3:31])[CH3:30]>>[C:1]([CH2:4][NH:5][CH:6]1[CH2:10][CH2:9][N:8]([C:11]2[CH:12]=[CH:13][C:14]([NH:17][C:18](=[O:27])[CH2:19][C:20]3[CH:21]=[CH:22][C:23]([O:26][CH2:28][CH:29]([CH3:31])[CH3:30])=[CH:24][CH:25]=3)=[CH:15][CH:16]=2)[CH2:7]1)(=[O:3])[CH3:2]. Reported procedure: N-{4-[3-(Acetylmethylamino)pyrrolidin-1-yl]phenyl}-2-(4-hydroxyphenyl)acetamide was reacted with isobutyl bromide by method H. This resulted in the product with the molecular weight of 423.56 (C25H33N3O3); MS (ESI): 424 (M+H+). The reactants are COC(C(CC(N1CCN(CC1)C1=CC=NC=C1)=O)CC1=CC=C(C=C1)OC)=O (2-(4-methoxybenzyl)-4-oxo-4-(4-pyridin-4-ylpiperazin-1-yl)butanoic acid methyl ester), [OH-].[Na+] (sodium hydroxide), C(C)(=O)O (acetic acid). Solvent: CO (methanol). Reaction conditions: time 6 hour. Yields the product COC1=CC=C(CC(C(=O)O)CC(N2CCN(CC2)C2=CC=NC=C2)=O)C=C1 (2-(4-Methoxybenzyl)-4-oxo-4-(4-pyridin-4-ylpiperazin-1-yl)butanoic Acid). The yield is 91.8%. Reaction SMILES: C[O:2][C:3](=[O:29])[CH:4]([CH2:20][C:21]1[CH:26]=[CH:25][C:24]([O:27][CH3:28])=[CH:23][CH:22]=1)[CH2:5][C:6](=[O:19])[N:7]1[CH2:12][CH2:11][N:10]([C:13]2[CH:18]=[CH:17][N:16]=[CH:15][CH:14]=2)[CH2:9][CH2:8]1.[OH-].[Na+].C(O)(=O)C>CO>[CH3:28][O:27][C:24]1[CH:23]=[CH:22][C:21]([CH2:20][CH:4]([CH2:5][C:6](=[O:19])[N:7]2[CH2:8][CH2:9][N:10]([C:13]3[CH:14]=[CH:15][N:16]=[CH:17][CH:18]=3)[CH2:11][CH2:12]2)[C:3]([OH:29])=[O:2])=[CH:26][CH:25]=1 |f:1.2|. Procedure: To a solution of 2-(4-methoxybenzyl)-4-oxo-4-(4-pyridin-4-ylpiperazin-1-yl)butanoic acid methyl ester (3.94 g) in methanol (30 ml) was added 2N sodium hydroxide (12 ml) and the solution was stirred for 6 hours. To the solution was added acetic acid (1.5 ml) and the reaction solution was concentrated. The concentrate was purified by CHP-20 column chromatography (H2O→30% acetonitrile aqueous solution) and recrystallized with acetone to give the titled compound (3.49 g) as a colorless crystal.